From a dataset of the Open Reaction Database (ORD), a public repository of structured organic reaction records. describe an organic reaction: reactants, conditions, products, and yield Starting materials: [Br-], BrCc1cccc(I)c1, CC(C)c1nc2c([nH]1)CCCC2=O, CCCC[N+](CCCC)(CCCC)CCCC, Cc1ccccc1, [Na+], [OH-]. Product: CC(C)c1nc2c(n1Cc1cccc(I)c1)C(=O)CCC2. RXN SMILES: [Br-:23].[Br:1][CH2:2][c:3]1[cH:4][c:5]([I:9])[cH:6][cH:7][cH:8]1.[CH3:10][CH:11]([CH3:12])[c:13]1[n:14][c:15]2[c:16]([nH:17]1)[CH2:18][CH2:19][CH2:20][C:21]2=[O:22].[CH3:24][CH2:25][CH2:26][CH2:27][N+:28]([CH2:29][CH2:30][CH2:31][CH3:32])([CH2:33][CH2:34][CH2:35][CH3:36])[CH2:37][CH2:38][CH2:39][CH3:40].[CH3:41][c:42]1[cH:43][cH:44][cH:45][cH:46][cH:47]1.[Na+:49].[OH-:48]>>[CH2:2]([c:3]1[cH:4][c:5]([I:9])[cH:6][cH:7][cH:8]1)[n:14]1[c:13]([CH:11]([CH3:10])[CH3:12])[n:17][c:16]2[c:15]1[C:21](=[O:22])[CH2:20][CH2:19][CH2:18]2. Reactants: CN(C)C=O, COc1ccc(CC(=O)c2ccncc2)cc1, O. Yields the product COc1ccc(C(=CN(C)C)C(=O)c2ccncc2)cc1. RXN SMILES: [CH3:19][N:20]([CH:21]=[O:22])[CH3:23].[CH3:1][O:2][c:3]1[cH:4][cH:5][c:6]([CH2:9][C:10](=[O:11])[c:12]2[cH:13][cH:14][n:15][cH:16][cH:17]2)[cH:7][cH:8]1.[OH2:18]>>[CH3:1][O:2][c:3]1[cH:4][cH:5][c:6]([C:9]([C:10](=[O:11])[c:12]2[cH:13][cH:14][n:15][cH:16][cH:17]2)=[CH:21][N:20]([CH3:19])[CH3:23])[cH:7][cH:8]1. Starting materials: COC(C1=CC(=CC(=C1)OCCCCCCCCCCCCCCCCCC)N)=O (3-amino-5-(octadecyloxy)benzoic acid methyl ester), BrCC(=O)OCC1=CC=CC=C1 (benzyl bromoacetate), CN(C1=CC=CC2=CC=CC(=C12)N(C)C)C (1,8-bis(dimethylamino)naphthalene), [I-].[Na+] (sodium iodide). The yield is 93.8%. Reported procedure: A mixture of 3.25 g (7.74 mmol) of 3-amino-5-(octadecyloxy)benzoic acid methyl ester, 3.7 ml (23 mmol) of benzyl bromoacetate, 4.2 g (19.4 mmol) of 1,8-bis(dimethylamino)naphthalene and 0.3 g (2.2 mmol) of sodium iodide in 65 ml of acetronitrile and 20 ml of DMF was stirred and heated at reflux under argon for 48 hours. The reaction mixture was concentrated at reduced pressure and ethyl acetate was added to the residue. The extract was washed with 0.05N HCl, with saturated NaHCO3 solution, dried... RXN SMILES: [CH3:1][O:2][C:3](=[O:30])[C:4]1[CH:9]=[C:8]([O:10][CH2:11][CH2:12][CH2:13][CH2:14][CH2:15][CH2:16][CH2:17][CH2:18][CH2:19][CH2:20][CH2:21][CH2:22][CH2:23][CH2:24][CH2:25][CH2:26][CH2:27][CH3:28])[CH:7]=[C:6]([NH2:29])[CH:5]=1.Br[CH2:32][C:33]([O:35][CH2:36][C:37]1[CH:42]=[CH:41][CH:40]=[CH:39][CH:38]=1)=[O:34].CN(C)[C:45]1[C:54]2[C:49](=[CH:50][CH:51]=[CH:52][C:53]=2N(C)C)C=CC=1.[I-].[Na+]>CN(C=O)C>[C:37]1([CH2:36][O:35][C:33](=[O:34])[CH2:32][N:29]([C:6]2[CH:7]=[C:8]([O:10][CH2:11][CH2:12][CH2:13][CH2:14][CH2:15][CH2:16][CH2:17][CH2:18][CH2:19][CH2:20][CH2:21][CH2:22][CH2:23][CH2:24][CH2:25][CH2:26][CH2:27][CH3:28])[CH:9]=[C:4]([C:3]([O:2][CH3:1])=[O:30])[CH:5]=2)[CH2:4][C:3](=[O:2])[O:30][CH2:45][C:54]2[CH:49]=[CH:50][CH:51]=[CH:52][CH:53]=2)[CH:42]=[CH:41][CH:40]=[CH:39][CH:38]=1 |f:3.4|. The solvent is CN(C)C=O (DMF). Yields the product C1(=CC=CC=C1)COC(CN(CC(OCC1=CC=CC=C1)=O)C1=CC(=CC(=C1)OCCCCCCCCCCCCCCCCCC)C(=O)OC)=O (N-[3-(methoxycarbonyl)-5-(octadecyloxy)phenyl]-N-[2-oxo-2-(phenylmethoxy)ethyl]glycine phenylmethyl ester).